From a dataset of the Open Reaction Database (ORD), a public repository of structured organic reaction records. describe an organic reaction: reactants, conditions, products, and yield Reactants: O1CCOC12CC1(CC(CC1)CO)CCC2 ((1,4-dioxa-dispiro[4.1.4.3]tetradec-9-yl)methanol), C1(=CC=C(C=C1)S(=O)(=O)Cl)C (p-toluenesulfonyl chloride), Cl (HCl). The reagents and catalysts are CN(C1=CC=NC=C1)C (4-dimethylamino-pyridine). Solvent: N1=CC=CC=C1 (pyridine). Reaction conditions: time 24 hour. The product is O1CCOC12CC1(CC(CC1)COS(=O)(=O)C1=CC=C(C=C1)C)CCC2 (toluene-4-sulfonic acid 1,4-dioxa-dispiro[4.1.4.3]tetradec-9-ylmethyl ester). Reaction SMILES: [O:1]1[C:5]2([CH2:16][CH2:15][CH2:14][C:7]3([CH2:11][CH2:10][CH:9]([CH2:12][OH:13])[CH2:8]3)[CH2:6]2)[O:4][CH2:3][CH2:2]1.[C:17]1([CH3:27])[CH:22]=[CH:21][C:20]([S:23](Cl)(=[O:25])=[O:24])=[CH:19][CH:18]=1.Cl>N1C=CC=CC=1.CN(C)C1C=CN=CC=1>[O:1]1[C:5]2([CH2:16][CH2:15][CH2:14][C:7]3([CH2:11][CH2:10][CH:9]([CH2:12][O:13][S:23]([C:20]4[CH:21]=[CH:22][C:17]([CH3:27])=[CH:18][CH:19]=4)(=[O:25])=[O:24])[CH2:8]3)[CH2:6]2)[O:4][CH2:3][CH2:2]1. Procedure: To a solution of (1,4-dioxa-dispiro[4.1.4.3]tetradec-9-yl)methanol (14a) (1.20 g, 5.3 mmol) in dry pyridine (12 mL) at 0° C. was added 4-dimethylamino-pyridine (catalytic amount) and p-toluenesulfonyl chloride (2.04 g, 10.6 mmol). The reaction mixture was stirred at room temperature for 24 hours and then poured into a 2 M HCl solution (50 mL). The aqueous solution was extracted with CH2Cl2 and the combined organic layers were washed with a 2 M HCl solution and then with a saturated K2CO3 solutio...